Dataset: the Open Reaction Database (ORD), a public repository of structured organic reaction records. Task: describe an organic reaction: reactants, conditions, products, and yield The reactants are COC(=O)C1=NC=CN=C1N (3-aminopyrazine-2-carboxylic acid methyl ester), BrC=1C=NC=NC1 (5-bromopyrimidine). Yields the product COC(=O)C1=NC=CN=C1NC=1C=NC=NC1 (3-(Pyrimidin-5-ylamino)-pyrazine-2-carboxylic acid methyl ester). RXN SMILES: [CH3:1][O:2][C:3]([C:5]1[C:10]([NH2:11])=[N:9][CH:8]=[CH:7][N:6]=1)=[O:4].Br[C:13]1[CH:14]=[N:15][CH:16]=[N:17][CH:18]=1>>[CH3:1][O:2][C:3]([C:5]1[C:10]([NH:11][C:13]2[CH:14]=[N:15][CH:16]=[N:17][CH:18]=2)=[N:9][CH:8]=[CH:7][N:6]=1)=[O:4]. Reported procedure: The title compound, MS: m/e=232.1 (M+H+), was prepared in accordance with the general method of example 4, step 2 from 3-aminopyrazine-2-carboxylic acid methyl ester and 5-bromopyrimidine.